Dataset: the Open Reaction Database (ORD), a public repository of structured organic reaction records. Task: describe an organic reaction: reactants, conditions, products, and yield The reactants are C(C)(C)(C)OC(=O)NCCCCC(=O)O (5-(N-t-butoxycarbonylamino)pentanoic acid), C1(=CC=CC=C1)CC(=O)OCC (ethyl phenylacetate), C(C)(C)NC(C)C (diisopropylamine), C1=CN(C=N1)C(=O)N2C=CN=C2 (CDI), [Cl-].[NH4+] (ammonium chloride). Run in C1CCOC1 (THF), C1CCOC1 (THF), C1CCOC1 (THF). Product: C(C)(C)(C)OC(=O)NCCCCC(C(C(=O)OCC)C1=CC=CC=C1)=O (ethyl 7-(N-t-butoxycarbonylamino)-3-oxo-2-phenylheptanoate). The yield is 48.1%. Reaction SMILES: [C:1]([O:5][C:6]([NH:8][CH2:9][CH2:10][CH2:11][CH2:12][C:13]([OH:15])=O)=[O:7])([CH3:4])([CH3:3])[CH3:2].C1N=CN(C(N2C=NC=C2)=O)C=1.C(NC(C)C)(C)C.[C:35]1([CH2:41][C:42]([O:44][CH2:45][CH3:46])=[O:43])[CH:40]=[CH:39][CH:38]=[CH:37][CH:36]=1.[Cl-].[NH4+]>C1COCC1>[C:1]([O:5][C:6]([NH:8][CH2:9][CH2:10][CH2:11][CH2:12][C:13](=[O:15])[CH:41]([C:35]1[CH:40]=[CH:39][CH:38]=[CH:37][CH:36]=1)[C:42]([O:44][CH2:45][CH3:46])=[O:43])=[O:7])([CH3:2])([CH3:3])[CH3:4] |f:4.5|. Reported procedure: The target compound was prepared as a pale yellow oil in an amount 7.8 g at a yield of 48.1% in the same manner as in Example 1 except that 10 g (45.8 mmol) of 5-(N-t-butoxycarbonylamino)pentanoic acid instead of 5-(N-benzyloxycarbonylamino)pentanoic acid was dissolved in 70 ml of THF and 11.1 g (68.7 mmol) of CDI was added; 9.5 ml (72 mmol) of diisopropylamine and 40 ml of THF were added and 42 ml (69 mmol) of 1.63N BA solution was added dropwise; 10.6 g (68.7 mmol) of ethyl phenylacetate inste... Reactants: CCOC(=O)C.O (EtOAc H2O), C([O-])([O-])=O.[K+].[K+] (Potassium carbonate), C(C1=CC=CC=C1)O (benzyl alcohol), FC1=C(C(=CC(=C1)F)F)[N+](=O)[O-] (2,4,6-trifluoronitrobenzene). Run in CN(C)C=O (DMF). Run at time 8 hour. The product is C(C1=CC=CC=C1)OC=1C=C(C(=C(C1)F)[N+](=O)[O-])F (5-(benzyloxy)-1,3-difluoro-2-nitrobenzene). Yield: 70.2%. RXN SMILES: C(=O)([O-])[O-].[K+].[K+].[CH2:7]([OH:14])[C:8]1[CH:13]=[CH:12][CH:11]=[CH:10][CH:9]=1.[F:15][C:16]1[CH:21]=[C:20](F)[CH:19]=[C:18]([F:23])[C:17]=1[N+:24]([O-:26])=[O:25].CCOC(C)=O.O>CN(C=O)C>[CH2:7]([O:14][C:20]1[CH:21]=[C:16]([F:15])[C:17]([N+:24]([O-:26])=[O:25])=[C:18]([F:23])[CH:19]=1)[C:8]1[CH:13]=[CH:12][CH:11]=[CH:10][CH:9]=1 |f:0.1.2,5.6|. Reported procedure: Potassium carbonate (544 mg, 3.94 mmol) and benzyl alcohol (0.3 ml, 2.8 mmol) were added to a solution of 2,4,6-trifluoronitrobenzene (500 mg, 2.8 mmol) in DMF (5 ml). This mixture was stirred at RT overnight. Work up (EtOAc/H2O) afforded the title compound (521 mg) as a yellow liquid which was used in the next step without fuRTher purification.